Dataset: the Open Reaction Database (ORD), a public repository of structured organic reaction records. Task: describe an organic reaction: reactants, conditions, products, and yield Starting materials: [OH-].[Na+] (sodium hydroxide), CC(C(C=C(C1=CC=C(C=C1)Cl)Cl)Cl)(C(CCl)=O)C (4,4-di-methyl-1,3-dichloro-6-chloro-1-(4-chlorophenyl)-hex-1-en-5-one), CO (methanol), Cl (hydrochloric acid). Reaction conditions: time 3 hour. Product: Cl\C(=C/C1(C(C1)(C)C)C(=O)O)\C1=CC=C(C=C1)Cl (Z-2-chloro-2-(4-chlorophenyl)-vinyl-2,2-dimethylcyclopropanecarboxylic acid). RXN SMILES: [OH-:1].[Na+].[CH3:3][C:4]([CH3:21])([C:17](=O)CCl)[CH:5](Cl)[CH:6]=[C:7]([Cl:15])[C:8]1[CH:13]=[CH:12][C:11]([Cl:14])=[CH:10][CH:9]=1.Cl.[CH3:23][OH:24]>>[Cl:15]/[C:7](/[C:8]1[CH:9]=[CH:10][C:11]([Cl:14])=[CH:12][CH:13]=1)=[CH:6]\[C:5]1([C:23]([OH:24])=[O:1])[CH2:21][C:4]1([CH3:3])[CH3:17] |f:0.1|. Reported procedure: 10 g (0.11 mol) of 45% strength sodium hydroxide solution are added dropwise at 20° to 25° C. during the course of 30 minutes to a suspension of 7 g (0.02 mol) of 4,4-di-methyl-1,3-dichloro-6-chloro-1-(4-chlorophenyl)-hex-1-en-5-one in 20 ml of methanol. The reaction is subsequently stirred for 3 hours at 35° to 40° C. After neutralization using concentrated hydrochloric acid, the main amount of methanol is removed by evaporation in vacuo. The solution remaining is adjusted to pH 3 using concent... Starting materials: N[C@@H]1[C@@H](CN(CC1)C(=O)OC(C)(C)C)OC (tert-butyl cis(±)-4-amino-3-methoxypiperidine-1-carboxylate), CCN=C=NCCCN(C)C.Cl (WSC hydrochloride), C=1C=CC2=C(C1)N=NN2O (HOBT), N[C@@H]1[C@@H](CN(CC1)C(=O)OC(C)(C)C)OC (tert-Butyl cis(±)-4-amino-3-methoxypiperidine-1-carboxylate), FC(C=1N=C(NC1)C(=O)O)(F)F (4-(Trifluoromethyl)-1H-imidazole-2-carboxylic acid). Yields the product FC(C=1N=C(NC1)C(=O)N[C@@H]1[C@@H](CN(CC1)C(=O)OC(C)(C)C)OC)(F)F (tert-Butyl cis(±)-4-{[(4-trifluoromethyl-1H-imidazol-2-yl)carbonyl]amino}-3-methoxypiperidine-1-carboxylate). As a reaction SMILES: [NH2:1][C@H:2]1[CH2:7][CH2:6][N:5]([C:8]([O:10][C:11]([CH3:14])([CH3:13])[CH3:12])=[O:9])[CH2:4][C@H:3]1[O:15][CH3:16].[F:17][C:18]([F:28])([F:27])[C:19]1[N:20]=[C:21]([C:24](O)=[O:25])[NH:22][CH:23]=1.CCN=C=NCCCN(C)C.Cl.C1C=CC2N(O)N=NC=2C=1>>[F:28][C:18]([F:17])([F:27])[C:19]1[N:20]=[C:21]([C:24]([NH:1][C@H:2]2[CH2:7][CH2:6][N:5]([C:8]([O:10][C:11]([CH3:12])([CH3:13])[CH3:14])=[O:9])[CH2:4][C@H:3]2[O:15][CH3:16])=[O:25])[NH:22][CH:23]=1 |f:2.3|. Reported procedure: The same operation as in Example (1g) was performed using tert-butyl cis(±)-4-amino-3-methoxypiperidine-1-carboxylate obtained by the method described in Example (1e) (0.90 g, 3.91 mmol), 4-(trifluoromethyl)-1H-imidazole-2-carboxylic acid obtained in Example (33c) (0.40 g, 2.22 mmol), WSC hydrochloride (1.25 g, 6.52 mmol) and HOBT (0.30 g, 2.22 mmol), to obtain 0.67 g of the title compound as a white foamy substance (77%). Starting materials: [H-].[Na+] (NaH), C1CCOC1 (THF), CNCC1=CC=CC=C1 (N-methylbenzylamine), C1CCOC1 (THF), C(C)OCCBr (bromoethyl ethyl ether). Run in O (water), C(C)(=O)OCC (ethyl acetate). Run at time 30 minute. Product: C(C)OCCN(C)CC1=CC=CC=C1 (N-ethoxyethyl-N-methylbenzylamine). As a reaction SMILES: [H-].[Na+].[CH2:3]1[CH2:7][O:6][CH2:5][CH2:4]1.[CH3:8][NH:9][CH2:10][C:11]1[CH:16]=[CH:15][CH:14]=[CH:13][CH:12]=1.C(OCCBr)C>C(OCC)(=O)C.O>[CH2:5]([O:6][CH2:7][CH2:3][N:9]([CH2:10][C:11]1[CH:16]=[CH:15][CH:14]=[CH:13][CH:12]=1)[CH3:8])[CH3:4] |f:0.1|. Procedure details: Process 1) NaH (washed with hexane in advance, 8.78 g, 0.305×1.2 mol) was added to a dry THF (300 mL) solution of N-methylbenzylamine (39 mL, 0.305 mol) under an argon atmosphere at room temperature. After stirring at room temperature for 30 minutes, a dry THF (100 mL) solution of bromoethyl ethyl ether (51 mL, 0.305×1.5 mol) was added dropwise, and further heated under reflux under an argon atmosphere for 24 hours. After cooling to room temperature, water (350 mL) was carefully added for dissol... Reactants: FC1=CC=C(C=C1)C(=O)C1CCNCC1 ((4-fluorophenyl)piperidin-4-ylmethanone), FC1(C(N(C2=CC=CC=C12)C1CCNCC1)=O)F (3,3-difluoro-1-piperidin-4-yl-1,3-dihydroindol-2-one), CC(CCNC(=O)C=1N=NC(=CC1)Cl)C (6-chloropyridazine-3-carboxylic acid (3-methylbutyl)amide). The solvent is CN(C)C=O (DMF). The product is CC(CCNC(=O)C=1N=NC(=CC1)N1CCC(CC1)C(C1=CC=C(C=C1)F)=O)C (6-[4-(4-FLUORO-BENZOYL)PIPERIDIN-1-YL]PYRIDAZINE-3-CARBOXYLIC ACID (3-METHYLBUTYL)AMIDE). The yield is 36.0%. As a reaction SMILES: [F:1][C:2]1[CH:7]=[CH:6][C:5]([C:8]([CH:10]2[CH2:15][CH2:14][NH:13][CH2:12][CH2:11]2)=[O:9])=[CH:4][CH:3]=1.FC1(F)C2C(=CC=CC=2)N(C2CCNCC2)C1=O.[CH3:34][CH:35]([CH3:48])[CH2:36][CH2:37][NH:38][C:39]([C:41]1[N:42]=[N:43][C:44](Cl)=[CH:45][CH:46]=1)=[O:40]>CN(C=O)C>[CH3:34][CH:35]([CH3:48])[CH2:36][CH2:37][NH:38][C:39]([C:41]1[N:42]=[N:43][C:44]([N:13]2[CH2:14][CH2:15][CH:10]([C:8](=[O:9])[C:5]3[CH:6]=[CH:7][C:2]([F:1])=[CH:3][CH:4]=3)[CH2:11][CH2:12]2)=[CH:45][CH:46]=1)=[O:40]. Reported procedure: Following the procedure as described in Example 2, making variations only as required to use (4-fluorophenyl)piperidin-4-ylmethanone to replace 3,3-difluoro-1-piperidin-4-yl-1,3-dihydroindol-2-one to react with 6-chloropyridazine-3-carboxylic acid (3-methylbutyl)amide in DMF, the title compound was obtained as a white powder in 36% yield. 1H NMR (300 MHz, CDCl3) δ 7.99-8.03 (m, 3H), 7.85-7.87 (m, 1H), 7.15-7.19 (m, 2H), 7.02 (d, J=9.6 Hz, 1H), 4.50-4.54 (m, 2H), 3.47-3.60 (m, 3H), 3.26-3.31 (m, ... The reactants are COC=1C=C2C=C(NC2=CC1)C(=O)OCC (ethyl 5-methoxy-indole-2-carboxylate), [H-].[Na+] (sodium hydride), C(C)OC(C=C)=O (ethylacrylate), C(C=C)(=O)OCC (ethyl acrylate), [H-].[Na+] (sodium hydride). The solvent is C1(=CC=CC=C1)C (toluene). Product: O=C1C(CN2C1=CC=1C=C(C=CC21)OC)C(=O)OCC (2,3-dihydro-1-oxo-7-methoxy-2-ethoxycarbonyl-1H-pyrrolo[1,2-a]indole). As a reaction SMILES: [CH3:1][O:2][C:3]1[CH:4]=[C:5]2[C:9](=[CH:10][CH:11]=1)[NH:8][C:7]([C:12]([O:14]CC)=O)=[CH:6]2.[H-].[Na+].[CH2:19]([O:21][C:22](=[O:25])[CH:23]=[CH2:24])[CH3:20]>C1(C)C=CC=CC=1>[O:14]=[C:12]1[C:7]2=[CH:6][C:5]3[CH:4]=[C:3]([O:2][CH3:1])[CH:11]=[CH:10][C:9]=3[N:8]2[CH2:24][CH:23]1[C:22]([O:21][CH2:19][CH3:20])=[O:25] |f:1.2|. Procedure: A stirred solution of ethyl 5-methoxy-indole-2-carboxylate (30 g, 137 mmol) in 1.5 L of toluene under N2 was treated with sodium hydride (6.7 g of 60% in oil, 167 mmol) and ethylacrylate (16.3 ml, 150 mmol). The mixture was heated to reflux. After 3 hours (hr), additional ethyl acrylate (3 ml) and sodium hydride (3.3 g) were added. After a total of 8 hr, the starting material was consumed completely and the mixture was quenched with ethanol and treated with water and dilute HCl and methylene chl... Starting materials: CC(C)(C)n1ncc(Cl)c(Cl)c1=O, O=C(c1ccc(Cl)cc1)c1ccc(CNCCCO)cc1, C1COCCO1, O. Yields the product CC(C)(C)n1ncc(N(CCCO)Cc2ccc(C(=O)c3ccc(Cl)cc3)cc2)c(Cl)c1=O. As a reaction SMILES: [C:7]([CH3:8])([CH3:9])([CH3:10])[n:11]1[n:12][cH:13][c:14]([Cl:19])[c:15]([Cl:18])[c:16]1=[O:17].[Cl:20][c:21]1[cH:22][cH:23][c:24]([C:25](=[O:26])[c:27]2[cH:28][cH:29][c:30]([CH2:31][NH:32][CH2:33][CH2:34][CH2:35][OH:36])[cH:37][cH:38]2)[cH:39][cH:40]1.[O:1]1[CH2:2][CH2:3][O:4][CH2:5][CH2:6]1.[OH2:41]>>[C:7]([CH3:8])([CH3:9])([CH3:10])[n:11]1[n:12][cH:13][c:14]([N:32]([CH2:31][c:30]2[cH:29][cH:28][c:27]([C:25]([c:24]3[cH:23][cH:22][c:21]([Cl:20])[cH:40][cH:39]3)=[O:26])[cH:38][cH:37]2)[CH2:33][CH2:34][CH2:35][OH:36])[c:15]([Cl:18])[c:16]1=[O:17].